Task: describe an organic reaction: reactants, conditions, products, and yield. Dataset: the Open Reaction Database (ORD), a public repository of structured organic reaction records Starting materials: CN(C)C=O, Oc1ccc(F)cc1, [H-], [Na+], Cc1ccc(S(=O)(=O)OCC2CCC=CO2)cc1. The product is Fc1ccc(OCC2CCC=CO2)cc1. Reaction SMILES: [CH3:29][N:30]([CH3:31])[CH:32]=[O:33].[F:1][c:2]1[cH:3][cH:4][c:5]([OH:8])[cH:6][cH:7]1.[H-:9].[Na+:10].[S:11]([O:12][CH2:22][CH:23]1[O:24][CH:25]=[CH:26][CH2:27][CH2:28]1)([c:13]1[cH:14][cH:15][c:16]([CH3:17])[cH:18][cH:19]1)(=[O:20])=[O:21]>>[F:1][c:2]1[cH:3][cH:4][c:5]([O:8][CH2:22][CH:23]2[O:24][CH:25]=[CH:26][CH2:27][CH2:28]2)[cH:6][cH:7]1. The reactants are C1(=CC=CC=C1)C=1SC=CC1 (2-phenylthiophene), reagent, C1(=CC=CC=C1)SCl (benzenesulfenyl chloride). The reagents and catalysts are [Fe] (iron). The solvent is C(Cl)(Cl)(Cl)Cl (carbon tetrachloride). Reaction conditions: time 4 day. Product: C1(=CC=CC=C1)C=1SC(=CC1)SC1=CC=CC=C1 (2-phenyl-5-(phenylthio)thiophene). Yield: 17.2%. RXN SMILES: [C:1]1([C:7]2[S:8][CH:9]=[CH:10][CH:11]=2)[CH:6]=[CH:5][CH:4]=[CH:3][CH:2]=1.[C:12]1([S:18]Cl)[CH:17]=[CH:16][CH:15]=[CH:14][CH:13]=1>[Fe].C(Cl)(Cl)(Cl)Cl>[C:1]1([C:7]2[S:8][C:9]([S:18][C:12]3[CH:17]=[CH:16][CH:15]=[CH:14][CH:13]=3)=[CH:10][CH:11]=2)[CH:2]=[CH:3][CH:4]=[CH:5][CH:6]=1. Procedure: In a 500 ml flask were placed 36.9 g (0.23 mole) of 2-phenylthiophene, 200 ml of reagent carbon tetrachloride, 36.9 g (0.26 mole) of benzenesulfenyl chloride and 0.2 g of iron powder. The reaction mixture was allowed to stand four days at room temperature. Distillation of the carbon tetrachloride gave a crystalline residue which was recrystallized first from ethanol-ethyl acetate (9:1) and then from ethyl acetate-pentane (1:9) to give 10.6 g (17%) of 2-phenyl-5-(phenylthio)thiophene, m.p. 72.5°-... Starting materials: CNC1=CC(=C(C=C1)NC)N1CCCCC1 (4-N,N-dimethyl-2-piperidin-1-yl-benzene-1,4-diamine), C(#N)C1=CC=C(O1)C(=O)Cl (5-cyano-furan-2-carbonyl chloride), CCN(C(C)C)C(C)C (DIEA). Yields the product CN(C1=CC(=C(C=C1)NC(=O)C=1OC(=CC1)C#N)N1CCCCC1)C (5-Cyano-furan-2-carboxylic acid (4-dimethylamino-2-piperidin-1-yl-phenyl)-amide). Isolated yield 63.0%. Reaction SMILES: [CH3:1][NH:2][C:3]1[CH:8]=[CH:7][C:6]([NH:9]C)=[C:5]([N:11]2[CH2:16][CH2:15][CH2:14][CH2:13][CH2:12]2)[CH:4]=1.[C:17]([C:19]1[O:23][C:22]([C:24](Cl)=[O:25])=[CH:21][CH:20]=1)#[N:18].[CH3:27]CN(C(C)C)C(C)C>>[CH3:1][N:2]([CH3:27])[C:3]1[CH:8]=[CH:7][C:6]([NH:9][C:24]([C:22]2[O:23][C:19]([C:17]#[N:18])=[CH:20][CH:21]=2)=[O:25])=[C:5]([N:11]2[CH2:16][CH2:15][CH2:14][CH2:13][CH2:12]2)[CH:4]=1. Reported procedure: Using a procedure similar to Example 3, step (d), 4-N,N-dimethyl-2-piperidin-1-yl-benzene-1,4-diamine (89 mg, 0.4 mmol, as prepared in the previous step) was allowed to react with 5-cyano-furan-2-carbonyl chloride (236 mg, 1.5 mmol) in the presence of DIEA (0.15 mL, 0.88 mmol) to afford 84.7 mg (63%) of the title compound as a yellow powder. 1H-NMR (CDCl3, 400 MHz): δ 9.50 (br s, 1H), 8.29 (d, 1H, J=8.9 Hz), 7.21-7.24 (m, 2H), 6.58 (d, 1H, J=2.7 Hz), 6.54 (dd, 1H, J=2.8, 9.0 Hz), 2.95 (s, 6H), 2... Reactants: O (water), C(Br)(Br)(Br)Br (Carbon tetrabromide), C(CCCCC)C(C=O)CCCCCCCC (2-Hexyldecan-1-al), C1(=CC=CC=C1)P(C1=CC=CC=C1)C1=CC=CC=C1 (Triphenylphosphine). The solvent is ClCCl (dichloromethane). Run at temperature 0 celsius, time 45 minute. Product: BrC(=CC(CCCCCC)CCCCCCCC)Br (7-(2,2-Dibromo-vinyl)-pentadecane). Yield: 90.0%. Reaction SMILES: [C:1]([Br:5])(Br)(Br)[Br:2].C1(P(C2C=CC=CC=2)C2C=CC=CC=2)C=CC=CC=1.[CH2:25]([CH:31]([CH2:34][CH2:35][CH2:36][CH2:37][CH2:38][CH2:39][CH2:40][CH3:41])[CH:32]=O)[CH2:26][CH2:27][CH2:28][CH2:29][CH3:30].O>ClCCl>[Br:2][C:1]([Br:5])=[CH:32][CH:31]([CH2:34][CH2:35][CH2:36][CH2:37][CH2:38][CH2:39][CH2:40][CH3:41])[CH2:25][CH2:26][CH2:27][CH2:28][CH2:29][CH3:30]. Reported procedure: Carbon tetrabromide (218 g, 657 mmol) is dissolved in anhydrous dichloromethane (1600 cm3) and cooled to 0° C. Triphenylphosphine (345 g, 1.32 mol) is added in one portion, the mixture exothermed to 15° C. and is re-cooled to 0° C., whilst stirring for 45 minutes. 2-Hexyldecan-1-al (Price, S. C.; Stuart, A. C.; You, W.; Macromolecules 2010, 43, 797-804) (79.0 g, 329 mmol) is added dropwise over 45 minutes and the mixture is allowed to warm to 23° C. After 2 hours, the reaction mixture is careful... Isolated yield 91.5%. Yields the product C1(=CC=C(C=C1)C1=CC=C(C=N1)C(C)=O)C (1-(6-p-Tolyl-pyridin-3-yl)-ethanone). Procedure: According to the general Suzuki coupling of pyridine compounds, 5-acetyl-2-bromopyridine 38 (0.394 g, 1.97 mmol), 4-tolylboronic acid (0.535 g, 3.94 mmol), Na2CO3 (0.146 g, 1.38 mmol), Pd(PPh3)2Cl2 (0.042 g, 0.06 mmol, 3% Pd), acetonitrile (7.8 mL), water (7.8 mL) were heated at 80° C. for 14 h (overnight). Following the general workup and flash chromatography (SiO2, 20 g, 5% EtOAc/hexanes) coupled ketone was obtained as a white solid 41 (0.381 g, 92%); TLC Rf=0.4 (25% EtOAc/hexanes); mp 106-107... Solvent: O (water), C(C)#N (acetonitrile). Starting materials: N1=CC=CC=C1 (pyridine), EtOAc hexanes, C(=O)([O-])[O-].[Na+].[Na+] (Na2CO3), C(C)(=O)C=1C=CC(=NC1)Br (5-acetyl-2-bromopyridine), C1(=CC=C(C=C1)B(O)O)C (4-tolylboronic acid), ketone. Run at temperature 80 celsius. RXN SMILES: N1C=CC=CC=1.[C:7]([C:10]1[CH:11]=[CH:12][C:13](Br)=[N:14][CH:15]=1)(=[O:9])[CH3:8].[C:17]1([CH3:26])[CH:22]=[CH:21][C:20](B(O)O)=[CH:19][CH:18]=1.C([O-])([O-])=O.[Na+].[Na+]>Cl[Pd](Cl)([P](C1C=CC=CC=1)(C1C=CC=CC=1)C1C=CC=CC=1)[P](C1C=CC=CC=1)(C1C=CC=CC=1)C1C=CC=CC=1.O.C(#N)C>[C:17]1([CH3:26])[CH:22]=[CH:21][C:20]([C:13]2[N:14]=[CH:15][C:10]([C:7](=[O:9])[CH3:8])=[CH:11][CH:12]=2)=[CH:19][CH:18]=1 |f:3.4.5,^1:35,54|. The reagents and catalysts are Cl[Pd]([P](C1=CC=CC=C1)(C2=CC=CC=C2)C3=CC=CC=C3)([P](C4=CC=CC=C4)(C5=CC=CC=C5)C6=CC=CC=C6)Cl (Pd(PPh3)2Cl2). The reactants are CC(CCCCCCC)=O (nonanone), O=CC1=CC(OC)=C(O)C=C1 (vanillin), [OH-].[K+] (potassium hydroxide). Solvent: CO (methanol), CO (methanol). Conditions: temperature 35 celsius. Yields the product OC1=C(C=C(C=C1)C=CC(CCCCCCC)=O)OC (1-(4-Hydroxy-3-methoxy-phenyl)-dec-1-en-3-one). The yield is 43.5%. As a reaction SMILES: [OH-].[K+].[CH3:3][C:4](=[O:12])[CH2:5][CH2:6][CH2:7][CH2:8][CH2:9][CH2:10][CH3:11].O=[CH:14][C:15]1[CH:23]=[CH:22][C:20]([OH:21])=[C:17]([O:18][CH3:19])[CH:16]=1>CO>[OH:21][C:20]1[CH:22]=[CH:23][C:15]([CH:14]=[CH:3][C:4](=[O:12])[CH2:5][CH2:6][CH2:7][CH2:8][CH2:9][CH2:10][CH3:11])=[CH:16][C:17]=1[O:18][CH3:19] |f:0.1|. Procedure details: 100 g potassium hydroxide were dissolved in 500 g of methanol and heated up to reflux under stirring. A solution of 142 g of nonanone and 152 g of vanillin in 120 g of methanol were subsequently added continuously over a period of 1 hour. After that, the mixture was stirred for further 24 hours at the same temperature. After distilling 400 g of methanol from the mixture in vacuo, 400 g of toluene were added to the remaining residue, and after cooling to approximately 30-40° C. additionally 800 g... The reactants are CCOC(C)=O, O=C(Nc1ccc(SC(=O)c2ccccc2Cl)cc1)c1ccccc1Cl, [Na+], [OH-], O. Product: O=C(Nc1ccc(S)cc1)c1ccccc1Cl. As a reaction SMILES: [CH3:27][CH2:28][O:29][C:30]([CH3:31])=[O:32].[Cl:1][c:2]1[cH:3][cH:4][cH:22][cH:23][c:24]1[C:25]([S:5][c:6]1[cH:7][cH:8][c:9]([NH:12][C:13]([c:14]2[c:15]([Cl:20])[cH:16][cH:17][cH:18][cH:19]2)=[O:21])[cH:10][cH:11]1)=[O:26].[Na+:34].[OH-:33].[OH2:35]>>[SH:5][c:6]1[cH:7][cH:8][c:9]([NH:12][C:13]([c:14]2[c:15]([Cl:20])[cH:16][cH:17][cH:18][cH:19]2)=[O:21])[cH:10][cH:11]1.